Dataset: the Open Reaction Database (ORD), a public repository of structured organic reaction records. Task: describe an organic reaction: reactants, conditions, products, and yield Reactants: C(C)(C)S(=O)(=O)NC1=CC=C(C=C1)N\C(\C1=CC=CC=C1)=C\1/C(NC2=CC=CC=C12)=O ((Z)-3-{1-[4-(isopropylsulphonylamino)-phenylamino]-1-phenyl-methylidene}-2-indolinone), ClCCN(C)C (1-chloro-2-dimethylamino-ethane), C([O-])([O-])=O.[K+].[K+] (potassium carbonate), [I-].[Na+] (sodium iodide). The solvent is CC(=O)C (acetone). Yields the product CN(CCN(S(=O)(=O)C(C)C)C1=CC=C(C=C1)N\C(\C1=CC=CC=C1)=C\1/C(NC2=CC=CC=C12)=O)C ((Z)-3-{1-[4-(N-(2-dimethylaminoethyl)-N-isopropylsulphonyl-amino]-phenylamino]-1-phenyl-methylidene}-2-indolinone). RXN SMILES: [CH:1]([S:4]([NH:7][C:8]1[CH:13]=[CH:12][C:11]([NH:14]/[C:15](=[C:22]2\[C:23](=[O:31])[NH:24][C:25]3[C:30]\2=[CH:29][CH:28]=[CH:27][CH:26]=3)/[C:16]2[CH:21]=[CH:20][CH:19]=[CH:18][CH:17]=2)=[CH:10][CH:9]=1)(=[O:6])=[O:5])([CH3:3])[CH3:2].Cl[CH2:33][CH2:34][N:35]([CH3:37])[CH3:36].C(=O)([O-])[O-].[K+].[K+].[I-].[Na+]>CC(C)=O>[CH3:36][N:35]([CH3:37])[CH2:34][CH2:33][N:7]([C:8]1[CH:9]=[CH:10][C:11]([NH:14]/[C:15](=[C:22]2\[C:23](=[O:31])[NH:24][C:25]3[C:30]\2=[CH:29][CH:28]=[CH:27][CH:26]=3)/[C:16]2[CH:21]=[CH:20][CH:19]=[CH:18][CH:17]=2)=[CH:12][CH:13]=1)[S:4]([CH:1]([CH3:3])[CH3:2])(=[O:5])=[O:6] |f:2.3.4,5.6|. Procedure details: Prepared analogously to Example 36 from (Z)-3-{1-[4-(isopropylsulphonylamino)-phenylamino]-1-phenyl-methylidene}-2-indolinone, 1-chloro-2-dimethylamino-ethane, potassium carbonate and sodium iodide in acetone.